This data is from the Open Reaction Database (ORD), a public repository of structured organic reaction records. The task is: describe an organic reaction: reactants, conditions, products, and yield The reactants are O=C(Cl)C1Cc2ccccc2C1, O=C(NCCCCO)c1ccccc1. The product is O=C(NCCCCO)C1Cc2ccccc2C1. Reaction SMILES: [CH2:1]1[CH:2]([C:10](=[O:11])[Cl:12])[CH2:3][c:4]2[cH:5][cH:6][cH:7][cH:8][c:9]21.[OH:13][CH2:14][CH2:15][CH2:16][CH2:17][NH:18][C:19](=[O:20])[c:21]1[cH:22][cH:23][cH:24][cH:25][cH:26]1>>[CH2:1]1[CH:2]([C:10](=[O:11])[NH:18][CH2:17][CH2:16][CH2:15][CH2:14][OH:13])[CH2:3][c:4]2[cH:5][cH:6][cH:7][cH:8][c:9]21. As a reaction SMILES: [Br:14][CH2:15][c:16]1[c:17]([F:25])[cH:18][cH:19][cH:20][c:21]1[N+:22](=[O:23])[O-:24].[C:3]([CH2:4][C:5](=[O:6])[O:7][CH2:8][CH3:9])(=[O:10])[O:11][CH2:12][CH3:13].[CH2:31]1[O:32][CH2:33][CH2:34][CH2:35]1.[H-:2].[Na+:1].[O:26]=[CH:27][N:28]([CH3:29])[CH3:30]>>[C:3]([CH:4]([C:5](=[O:6])[O:7][CH2:8][CH3:9])[CH2:15][c:16]1[c:17]([F:25])[cH:18][cH:19][cH:20][c:21]1[N+:22](=[O:23])[O-:24])(=[O:10])[O:11][CH2:12][CH3:13]. Yields the product CCOC(=O)C(Cc1c(F)cccc1[N+](=O)[O-])C(=O)OCC. Reactants: O=[N+]([O-])c1cccc(F)c1CBr, CCOC(=O)CC(=O)OCC, C1CCOC1, [H-], [Na+], CN(C)C=O. Starting materials: ClCCl, CN(C)CCN, [Cl-], ClP(Cl)(Cl)(Cl)Cl, Cc1nc(C(=O)O)c2n1-c1ccc(Cl)cc1C(c1ccccc1F)=NC2, [Na+], [Na+], O=C([O-])[O-]. Product: Cc1nc(C(=O)NCCN(C)C)c2n1-c1ccc(Cl)cc1C(c1ccccc1F)=NC2. Reaction SMILES: [CH2:46]([Cl:47])[Cl:48].[CH3:1][N:2]([CH2:3][CH2:4][NH2:5])[CH3:6].[Cl-:7].[Cl:34][P:35]([Cl:36])([Cl:37])([Cl:38])[Cl:39].[Cl:8][c:9]1[cH:10][cH:11][c:12]2[c:13]([cH:33]1)[C:14]([c:26]1[c:27]([F:32])[cH:28][cH:29][cH:30][cH:31]1)=[N:15][CH2:16][c:17]1[n:18]-2[c:19]([CH3:25])[n:20][c:21]1[C:22](=[O:23])[OH:24].[Na+:40].[Na+:41].[O-:42][C:43](=[O:44])[O-:45]>>[CH3:1][N:2]([CH2:3][CH2:4][NH:5][C:22]([c:21]1[c:17]2[n:18]([c:19]([CH3:25])[n:20]1)-[c:12]1[cH:11][cH:10][c:9]([Cl:8])[cH:33][c:13]1[C:14]([c:26]1[c:27]([F:32])[cH:28][cH:29][cH:30][cH:31]1)=[N:15][CH2:16]2)=[O:23])[CH3:6]. Starting materials: C1(CCCCC1)CNC(CCC=1C(=NC2=CC(=C(C=C2C1)C1=C(C=CC=C1)C)F)NCC1=CC=C(C=C1)OC)=O (N-(cyclohexylmethyl)-3-(7-fluoro-2-(4-methoxybenzylamino)-6-o-tolylquinolin-3-yl)propanamide), C(=O)(C(F)(F)F)O (TFA). Product: NC1=NC2=CC(=C(C=C2C=C1CCC(=O)NCC1CCCCC1)C1=C(C=CC=C1)C)F (3-(2-amino-7-fluoro-6-o-tolylquinolin-3-yl)-N-(cyclohexylmethyl)propanamide). Reaction SMILES: [CH:1]1([CH2:7][NH:8][C:9](=[O:40])[CH2:10][CH2:11][C:12]2[C:13]([NH:30]CC3C=CC(OC)=CC=3)=[N:14][C:15]3[C:20]([CH:21]=2)=[CH:19][C:18]([C:22]2[CH:27]=[CH:26][CH:25]=[CH:24][C:23]=2[CH3:28])=[C:17]([F:29])[CH:16]=3)[CH2:6][CH2:5][CH2:4][CH2:3][CH2:2]1.C(O)(C(F)(F)F)=O>>[NH2:30][C:13]1[C:12]([CH2:11][CH2:10][C:9]([NH:8][CH2:7][CH:1]2[CH2:6][CH2:5][CH2:4][CH2:3][CH2:2]2)=[O:40])=[CH:21][C:20]2[C:15](=[CH:16][C:17]([F:29])=[C:18]([C:22]3[CH:27]=[CH:26][CH:25]=[CH:24][C:23]=3[CH3:28])[CH:19]=2)[N:14]=1. Procedure details: DMF (54 ml, 701 mmol, 2.5 eq.) was added dropwise (via a syringe pump) to phosphoryl trichloride (179 ml, 1962 mmol, 7.0 eq.) in a 350 mL sealed tube in an ice bath under nitrogen. After the addition, the water bath was removed and N-(3-fluoro-4-bromophenyl)acetamide (65 g, 280 mmol) was added in one portion and stirred until a homogenous solution was observed (approx. 30 min.). The reaction vessel was sealed and heated at 75° C. for 48 h. The reaction was allowed to cool and slowly poured onto ... Starting materials: CCN(Cc1cc(C(F)(F)F)ccc1-c1cc(F)cc(CC(=O)O)c1)C(=O)OCc1ccccc1, CO. Product: CCNCc1cc(C(F)(F)F)ccc1-c1cc(F)cc(CC(=O)O)c1. As a reaction SMILES: [CH2:1]([O:2][C:3](=[O:4])[N:11]([CH2:12][CH3:13])[CH2:14][c:15]1[c:16](-[c:25]2[cH:26][c:27]([CH2:32][C:33](=[O:34])[OH:35])[cH:28][c:29]([F:31])[cH:30]2)[cH:17][cH:18][c:19]([C:21]([F:22])([F:23])[F:24])[cH:20]1)[c:5]1[cH:6][cH:7][cH:8][cH:9][cH:10]1.[CH3:36][OH:37]>>[NH:11]([CH2:12][CH3:13])[CH2:14][c:15]1[c:16](-[c:25]2[cH:26][c:27]([CH2:32][C:33](=[O:34])[OH:35])[cH:28][c:29]([F:31])[cH:30]2)[cH:17][cH:18][c:19]([C:21]([F:22])([F:23])[F:24])[cH:20]1. The reactants are OC1=C(C=C(C=C1OC)/C=C/C=C/C(=O)NCCN1CCC(CC1)C1=CNC2=CC=CC=C12)OC (1-[2-{5-(4-hydroxy-3, 5-dimethoxyphenyl)-(2E, 4E)-2, 4pentadienoylamino}ethyl]-4-(3-indolyl)piperidine), Cl (hydrochloric acid). Solvent: CO (methanol), O (water), O (water). Yields the product Cl.OC1=C(C=C(C=C1OC)/C=C/C=C/C(=O)NCCN1CCC(CC1)C1=CNC2=CC=CC=C12)OC (1-[2-{5-(4-hydroxy-3, 5-dimethoxyphenyl)-(2E, 4E)-2, 4-pentadienoylamino}ethyl]-4-(3-indolyl)piperidine hydrochloride). RXN SMILES: [OH:1][C:2]1[C:7]([O:8][CH3:9])=[CH:6][C:5](/[CH:10]=[CH:11]/[CH:12]=[CH:13]/[C:14]([NH:16][CH2:17][CH2:18][N:19]2[CH2:24][CH2:23][CH:22]([C:25]3[C:33]4[C:28](=[CH:29][CH:30]=[CH:31][CH:32]=4)[NH:27][CH:26]=3)[CH2:21][CH2:20]2)=[O:15])=[CH:4][C:3]=1[O:34][CH3:35].[ClH:36]>CO.O>[ClH:36].[OH:1][C:2]1[C:3]([O:34][CH3:35])=[CH:4][C:5](/[CH:10]=[CH:11]/[CH:12]=[CH:13]/[C:14]([NH:16][CH2:17][CH2:18][N:19]2[CH2:24][CH2:23][CH:22]([C:25]3[C:33]4[C:28](=[CH:29][CH:30]=[CH:31][CH:32]=4)[NH:27][CH:26]=3)[CH2:21][CH2:20]2)=[O:15])=[CH:6][C:7]=1[O:8][CH3:9] |f:4.5|. Reported procedure: 1-[2-{5-(4-hydroxy-3, 5-dimethoxyphenyl)-(2E, 4E)-2, 4pentadienoylamino}ethyl]-4-(3-indolyl)piperidine (4.5 g) was dissolved in a mixture of methanol (90 ml), 1N hydrochloric acid (18.9 ml) and water (19.8 ml), and water (51.3 ml) was dropwise added thereto to ambient temperature. The resulting precipitate was collected by filtration, washed with ethanol (9 ml) and dried to give 1-[2-{5-(4-hydroxy-3, 5-dimethoxyphenyl)-(2E, 4E)-2, 4-pentadienoylamino}ethyl]-4-(3-indolyl)piperidine hydrochloride ... RXN SMILES: [CH2:30]([CH3:31])[I:32].[CH2:33]1[O:34][CH2:35][CH2:36][CH2:37]1.[CH3:11][O:12][C:13]([CH:14]([CH2:15][CH2:16][C:17](=[O:18])[O:19][CH3:20])[NH:21][C:22](=[O:23])[O:24][C:25]([CH3:26])([CH3:27])[CH3:28])=[O:29].[CH3:1][Si:2]([N-:3][Si:4]([CH3:5])([CH3:6])[CH3:7])([CH3:8])[CH3:9].[Li+:10]>>[CH3:11][O:12][C:13]([CH:14]([CH2:15][CH:16]([C:17](=[O:18])[O:19][CH3:20])[CH2:30][CH3:31])[NH:21][C:22](=[O:23])[O:24][C:25]([CH3:26])([CH3:27])[CH3:28])=[O:29]. Starting materials: CCI, C1CCOC1, COC(=O)CCC(NC(=O)OC(C)(C)C)C(=O)OC, C[Si](C)(C)[N-][Si](C)(C)C, [Li+]. Yields the product CCC(CC(NC(=O)OC(C)(C)C)C(=O)OC)C(=O)OC. Reactants: ClB(Cl)Cl, ClCCl, ClC(Cl)Cl, CCOCCc1c(-c2ccccc2)nc(Cl)n2ncnc12, O. The product is OCCc1c(-c2ccccc2)nc(Cl)n2ncnc12. As a reaction SMILES: [B:1]([Cl:2])([Cl:3])[Cl:4].[CH2:5]([Cl:6])[Cl:7].[CH:30]([Cl:31])([Cl:32])[Cl:33].[Cl:8][c:9]1[n:10][c:11](-[c:23]2[cH:24][cH:25][cH:26][cH:27][cH:28]2)[c:12]([CH2:18][CH2:19][O:20][CH2:21][CH3:22])[c:13]2[n:14]1[n:15][cH:16][n:17]2.[OH2:29]>>[Cl:8][c:9]1[n:10][c:11](-[c:23]2[cH:24][cH:25][cH:26][cH:27][cH:28]2)[c:12]([CH2:18][CH2:19][OH:20])[c:13]2[n:14]1[n:15][cH:16][n:17]2. Reactants: ClC1=CC=C(C=C1)NC(=O)C1=CC=2CNC(CC2S1)C(=O)O ((4-chlorophenylaminocarbonyl)-4,5,6,7-tetrahydro-thieno[3,2-c]pyridine-6-carboxylic acid), CN1C(=NCC1)C1=CC=C(C=C1)N (4-(1-Methyl-4,5-dihydro-1H-imidazol-2-yl)-phenylamine), C(CCl)Cl (EDC), O (H2O). Run in CN(C)C=O (DMF). Run at time 8 hour. Product: CN1C(=NCC1)C1=CC=C(C=C1)NC(=O)C1CC2=C(CN1C(=O)NC1=CC=C(C=C1)Cl)C=CS2 (N-[4-(1-methyl-4,5-dihydro-1H-imidazol-2-yl)phenyl]-5N-(4-chlorophenylaminocarbonyl)-4,5,6,7-tetrahydro-thieno[3,2-c]pyridine-6-carboxamide). RXN SMILES: ClC1C=CC(NC([C:11]2[S:19][C:18]3[CH2:17][CH:16]([C:20]([OH:22])=O)[NH:15][CH2:14][C:13]=3[CH:12]=2)=O)=CC=1.[CH3:23][N:24]1[CH2:28][CH2:27][N:26]=[C:25]1[C:29]1[CH:34]=[CH:33][C:32]([NH2:35])=[CH:31][CH:30]=1.[CH2:36]([Cl:39])[CH2:37]Cl.[OH2:40]>CN(C=O)C>[CH3:23][N:24]1[CH2:28][CH2:27][N:26]=[C:25]1[C:29]1[CH:34]=[CH:33][C:32]([NH:35][C:20]([CH:16]2[N:15]([C:14]([NH:15][C:16]3[CH:20]=[CH:37][C:36]([Cl:39])=[CH:18][CH:17]=3)=[O:40])[CH2:14][C:13]3[CH:12]=[CH:11][S:19][C:18]=3[CH2:17]2)=[O:22])=[CH:31][CH:30]=1. Reported procedure: To a solution of 5N-(4-chlorophenylaminocarbonyl)-4,5,6,7-tetrahydro-thieno[3,2-c]pyridine-6-carboxylic acid (40 mg, 0.12 mmol) and 4-(1-Methyl-4,5-dihydro-1H-imidazol-2-yl)-phenylamine (42 mg, 0.24 mmol) in DMF (3 mL) and H2O (0.5 mL) at room temperature, EDC (68 mg, 0.35 mmol) was added. The mixture was stirred at room temperature overnight. It was concentrated in vacuo. The residue was purified by HPLC to give the titled compound as a powder (25 mg). MS 494.3 and 496.3 (M+H, Cl pattern). Reactants: C([O-])(O)=O.[Na+] (sodium bicarbonate), solution, FC1=C(C=C(C=C1)S(=O)(=O)C)N (2-Fluoro-5-methylsulfonylphenylamine), Cl.ClCCNCCCl (bis(2-chloroethyl)amine hydrochloride). Solvent: ClC1=C(C=CC=C1)Cl (1,2-dichlorobenzene). Yields the product FC1=C(C=C(C=C1)S(=O)(=O)C)N1CCNCC1 (1-(2-Fluoro-5-methylsulfonylphenyl)piperazine). The yield is 39.0%. As a reaction SMILES: [F:1][C:2]1[CH:7]=[CH:6][C:5]([S:8]([CH3:11])(=[O:10])=[O:9])=[CH:4][C:3]=1[NH2:12].Cl.Cl[CH2:15][CH2:16][NH:17][CH2:18][CH2:19]Cl.C(=O)(O)[O-].[Na+]>ClC1C=CC=CC=1Cl>[F:1][C:2]1[CH:7]=[CH:6][C:5]([S:8]([CH3:11])(=[O:9])=[O:10])=[CH:4][C:3]=1[N:12]1[CH2:19][CH2:18][NH:17][CH2:16][CH2:15]1 |f:1.2,3.4|. Reported procedure: 10 mL solution of 432 mg 2-fluoro-5-methylsulfonylphenylamine (compound in Production Example 338) and 490 mg bis(2-chloroethyl)amine hydrochloride in 1,2-dichlorobenzene was stirred at 200° C. for 9 hours. The reaction mixture was neutralized by adding an aqueous saturated sodium bicarbonate solution and then extracted with dichloromethane. The organic layer was dried over anhydrous sodium sulfate, the solvent was removed, and the resulting crude product was purified by NH silica gel column chr...